From a dataset of the Open Reaction Database (ORD), a public repository of structured organic reaction records. describe an organic reaction: reactants, conditions, products, and yield The reactants are OC=1C=C2C(CC(OC2=CC1)C1=CC=C(C=C1)F)=O (6-hydroxy-2-(4-fluorophenyl)chroman-4-one), OC=1C=C(C=O)C=CC1 (3-hydroxybenzaldehyde). Yields the product OC=1C=C2C(CC(OC2=CC1)C1=CC(=CC=C1)O)=O (6-Hydroxy-2-(3-hydroxyphenyl)chroman-4-one). Reaction SMILES: [OH:1][C:2]1[CH:3]=[C:4]2[C:9](=[CH:10][CH:11]=1)[O:8][CH:7]([C:12]1[CH:17]=[CH:16][C:15](F)=[CH:14][CH:13]=1)[CH2:6][C:5]2=[O:19].[OH:20]C1C=C(C=CC=1)C=O>>[OH:1][C:2]1[CH:3]=[C:4]2[C:9](=[CH:10][CH:11]=1)[O:8][CH:7]([C:12]1[CH:17]=[CH:16][CH:15]=[C:14]([OH:20])[CH:13]=1)[CH2:6][C:5]2=[O:19]. Reported procedure: 6-Hydroxy-2-(3-hydroxyphenyl)chroman-4-one was prepared as described for 6-hydroxy-2-(4-fluorophenyl)chroman-4-one in Example 2(a) but starting from 3-hydroxybenzaldehyde. The product was recrystallised from ethanol. 1H NMR (400 MHz, d6-DMSO) δ: 9.50 (bs, 1H), 9.41 (bs, 1H), 7.22-7.17 (m, 1H), 7.11 (d, 1H, J 3.0 Hz), 7.03 (dd, 1H J 3.0, 8.9 Hz), 6.64 (d, 1H, J 8.9 Hz), 6.92-6.90 (m, 2H), 6.76-6.73 (m, 1H), 5.46 (dd, 1H J 2.9, 12.7 Hz), 3.09 (dd, 1H, J 12.7, 16.9 Hz), 2.75 (dd, 1H, J 2.9, 16.9 Hz... Starting materials: ClC1=C2N=C(N(C2=NC(=N1)I)C)C1=CC(=CC=C1)F (6-Chloro-8-(3-fluorophenyl)-2-iodo-9-methyl-9H-purine), N (ammonia). Yields the product FC=1C=C(C=CC1)C=1N(C2=NC(=NC(=C2N1)N)I)C (8-(3-fluorophenyl)-2-iodo-9-methyl-9H-6-purinamine). RXN SMILES: Cl[C:2]1[N:10]=[C:9]([I:11])[N:8]=[C:7]2[C:3]=1[N:4]=[C:5]([C:13]1[CH:18]=[CH:17][CH:16]=[C:15]([F:19])[CH:14]=1)[N:6]2[CH3:12].[NH3:20]>>[F:19][C:15]1[CH:14]=[C:13]([C:5]2[N:6]([CH3:12])[C:7]3[C:3]([N:4]=2)=[C:2]([NH2:20])[N:10]=[C:9]([I:11])[N:8]=3)[CH:18]=[CH:17][CH:16]=1. Reported procedure: 6-Chloro-8-(3-fluorophenyl)-2-iodo-9-methyl-9H-purine (200 mg) was reacted with an ammonia-saturated methanol at 70° C. for 30 minutes in a sealed tube. The reaction mixture was evaporated and then filtered to give 138 mg of 8-(3-fluorophenyl)-2-iodo-9-methyl-9H-6-purinamine. The reactants are BrC1=CC(=CC=C1)F (1-bromo-3-fluorobenzene), CN(C=O)C (Dimethylformamide), C(CCC)[Li] (n-butyllithium), C(C)(C)NC(C)C (diisopropylamine). Solvent: O1CCCC1 (tetrahydrofuran), O1CCCC1 (tetrahydrofuran). Conditions: temperature -69 celsius, time 1.5 hour. Yields the product BrC1=C(C=O)C(=CC=C1)F (2-bromo-6-fluoro-benzaldehyde). Isolated yield 96.3%. RXN SMILES: C([Li])CCC.C(NC(C)C)(C)C.[Br:13][C:14]1[CH:19]=[CH:18][CH:17]=[C:16]([F:20])[CH:15]=1.CN(C)[CH:23]=[O:24]>O1CCCC1>[Br:13][C:14]1[CH:19]=[CH:18][CH:17]=[C:16]([F:20])[C:15]=1[CH:23]=[O:24]. Procedure details: A solution of n-butyllithium (2.5M in hexanes, 2.866 L, 7.17 mol) is added dropwise to a stirred solution of diisopropylamine (745.7 g, 7.37 mol) in tetrahydrofuran (1.630 L) such that the temperature is maintained in the range −60 to −78° C. The resulting suspension is stirred for 1.5 h at −75 to −78° C. A solution of 1-bromo-3-fluorobenzene (1.228 Kg, 7.02 mol) in tetrahydrofuran (2.40 L) is added slowly to the reaction mixture over 1.5 h. Stirring is continued for 30 min at −70 to −71° C. Dim...